From a dataset of the Open Reaction Database (ORD), a public repository of structured organic reaction records. describe an organic reaction: reactants, conditions, products, and yield Reactants: C(C(=O)O)(=O)O.C(C)(=O)N(C1=CC(=CC=C1)OC)CC1CNCCO1 (2-(N-acetyl-3-methoxyanilino)methylmorpholine oxalate), Cl (hydrochloric acid), [OH-].[Na+] (sodium hydroxide). Solvent: ice. Product: C(C(=O)O)(=O)O.COC=1C=C(NCC2CNCCO2)C=CC1 (2-(3-methoxyanilino)methylmorpholine oxalate). As a reaction SMILES: [C:1]([OH:6])(=[O:5])[C:2]([OH:4])=[O:3].C([N:10]([CH2:19][CH:20]1[O:25][CH2:24][CH2:23][NH:22][CH2:21]1)[C:11]1[CH:16]=[CH:15][CH:14]=[C:13]([O:17][CH3:18])[CH:12]=1)(=O)C.Cl.[OH-].[Na+]>>[C:1]([OH:6])(=[O:5])[C:2]([OH:4])=[O:3].[CH3:18][O:17][C:13]1[CH:12]=[C:11]([CH:16]=[CH:15][CH:14]=1)[NH:10][CH2:19][CH:20]1[O:25][CH2:24][CH2:23][NH:22][CH2:21]1 |f:0.1,3.4,5.6|. Reported procedure: A mixture of 2-(N-acetyl-3-methoxyanilino)methylmorpholine oxalate (2 g.) and concentrated hydrochloric acid (25 ml.) is heated under reflux for 24 hours. The solution is cooled, diluted with ice (25 g.) basified with sodium hydroxide solution and then extracted with ether (2 × 100 ml.). The ethereal extract is dried over anhydrous sodium sulphate, filtered and concentrated to about 25 ml. On addition of an ethereal solution of oxalic acid there is obtained 2-(3-methoxyanilino)methylmorpholine o... The reactants are CO, CSc1c[nH]c2ncnc(Cl)c12, C#Cc1cccc(N)c1. Product: C#Cc1cccc(Nc2ncnc3[nH]cc(SC)c23)c1. Reaction SMILES: [CH3:22][OH:23].[Cl:1][c:2]1[c:3]2[c:4]([n:5][cH:6][n:7]1)[nH:8][cH:9][c:10]2[S:11][CH3:12].[NH2:13][c:14]1[cH:15][c:16]([C:20]#[CH:21])[cH:17][cH:18][cH:19]1>>[c:2]1([NH:13][c:14]2[cH:15][c:16]([C:20]#[CH:21])[cH:17][cH:18][cH:19]2)[c:3]2[c:4]([n:5][cH:6][n:7]1)[nH:8][cH:9][c:10]2[S:11][CH3:12].